From a dataset of the Open Reaction Database (ORD), a public repository of structured organic reaction records. describe an organic reaction: reactants, conditions, products, and yield Reactants: C(C)N(CCN)CC (N1,N1-Diethyl-1,2-ethanediamine), ClC=1N=[N+](C2=C(N1)C=C1CCCC1=C2)[O-] (3-Chloro-7,8-dihydro-6H-indeno[5,6-e][1,2,4]triazine 1-Oxide). Solvent: COCCOC (DME). Yields the product [O-][N+]1=NC(=NC2=C1C=C1CCCC1=C2)NCCN(CC)CC (N1-(1-Oxido-7,8-dihydro-6H-indeno[5,6-e][1,2,4]triazin-3-yl)-N2,N2-diethyl-1,2-ethanediamine). Isolated yield 96.2%. RXN SMILES: [CH2:1]([N:3]([CH2:7][CH3:8])[CH2:4][CH2:5][NH2:6])[CH3:2].Cl[C:10]1[N:11]=[N+:12]([O-:23])[C:13]2[CH:22]=[C:21]3[C:17]([CH2:18][CH2:19][CH2:20]3)=[CH:16][C:14]=2[N:15]=1>COCCOC>[O-:23][N+:12]1[C:13]2[CH:22]=[C:21]3[C:17](=[CH:16][C:14]=2[N:15]=[C:10]([NH:6][CH2:5][CH2:4][N:3]([CH2:7][CH3:8])[CH2:1][CH3:2])[N:11]=1)[CH2:18][CH2:19][CH2:20]3. Procedure: N1,N1-Diethyl-1,2-ethanediamine (0.50 mL, 3.5 mmol) was added to a stirred solution of chloride 21 (314 mg, 1.4 mmol) in DME (50 mL) and the solution stirred at reflux temperature for 2 h. The solvent was evaporated and the residue partitioned between DCM (100 mL) and dilute aqueous NH3 solution (50 mL). The organic fraction was dried and the solvent evaporated. The residue was purified by chromatography, eluting with a gradient (0-10%) of MeOH/DCM, to give 1-oxide 26 (406 mg, 95%) as a yellow s... The reactants are C(C)(C)NC1=C(C(=CC=C1)C)CO ([2-(Isopropylamino)-6-methylphenyl]methanol), C(CC(=O)OCC)(=O)OCC (diethyl malonate), N1CCCCC1 (piperidine). The reagents and catalysts are C(C1=CC=CC=C1)(=O)O (benzoic acid). Run in C1=CC=CC=C1 (benzene). Conditions: time 4 day. Yields the product C(C)(C)N1C(C(=CC2=C(C=CC=C12)C)C(=O)OCC)=O (Ethyl 1-isopropyl-5-methyl-2-oxo-1,2-dihydroquinoline-3-carboxylate). Yield: 56.5%. As a reaction SMILES: [CH:1]([NH:4][C:5]1[CH:10]=[CH:9][CH:8]=[C:7]([CH3:11])[C:6]=1[CH2:12]O)([CH3:3])[CH3:2].[C:14](OCC)(=[O:21])[CH2:15][C:16]([O:18][CH2:19][CH3:20])=[O:17].N1CCCCC1>C1C=CC=CC=1.C(O)(=O)C1C=CC=CC=1>[CH:1]([N:4]1[C:5]2[C:6](=[C:7]([CH3:11])[CH:8]=[CH:9][CH:10]=2)[CH:12]=[C:15]([C:16]([O:18][CH2:19][CH3:20])=[O:17])[C:14]1=[O:21])([CH3:2])[CH3:3]. Reported procedure: A mixture of 2-(isopropylamino)-6-methylbenzaldehyde (22.4 g, 127 mmol, step 2 in preparation 2), diethyl malonate (22.3 g, 139 mmol), piperidine (1.29 g, 15.2 mmol), and benzoic acid (572 mg, 4.7 mmol) in benzene (500 mL) was refluxed with stirring for 4 days. After cooling to room temperature, the solvent was removed in vacuo. The residue was chromatographed on a column of silica gel eluting with ethyl acetate/hexane (1:15˜1:2) to give 19.6 g (57%) of the title compound as a yellow solid.